From a dataset of the Open Reaction Database (ORD), a public repository of structured organic reaction records. describe an organic reaction: reactants, conditions, products, and yield Reactants: NC=1C(=C2C(N(C(C2=CC1[N+](=O)[O-])=O)CCN(C)C)=O)C (5-amino-2-(2-(dimethylamino)ethyl)-4-methyl-6-nitroisoindoline-1,3-dione), CO (methanol), [H][H] (hydrogen). The reagents and catalysts are [Pd] (Pd/C). The solvent is C(C)(=O)O (acetic acid). Product: NC=1C(=C2C(N(C(C2=CC1N)=O)CCN(C)C)=O)C (5,6-Diamino-2-(2-(dimethylamino)ethyl)-4-methylisoindoline-1,3-dione). As a reaction SMILES: [NH2:1][C:2]1[C:3]([CH3:21])=[C:4]2[C:8](=[CH:9][C:10]=1[N+:11]([O-])=O)[C:7](=[O:14])[N:6]([CH2:15][CH2:16][N:17]([CH3:19])[CH3:18])[C:5]2=[O:20].CO.[H][H]>[Pd].C(O)(=O)C>[NH2:1][C:2]1[C:3]([CH3:21])=[C:4]2[C:8](=[CH:9][C:10]=1[NH2:11])[C:7](=[O:14])[N:6]([CH2:15][CH2:16][N:17]([CH3:18])[CH3:19])[C:5]2=[O:20]. Procedure details: To a solution of 5-amino-2-(2-(dimethylamino)ethyl)-4-methyl-6-nitroisoindoline-1,3-dione (0.40 g, 1.37 mmol) in the mixture of methanol (8 mL) and acetic acid (0.4 mL) was added Pd/C (20 mg), and the resulting reaction mixture was hydrogenated for 2-3 h at 20-25 psi of hydrogen at rt. The reaction mixture was filtered through a pad of Celite and washed with methanol. The combined solvents were concentrated under vacuum to dryness. The crude product was used for the next step reaction without fu... Reactants: [Na+], COc1cc(Oc2cccc3c2NC(=O)C3)cc(OC)c1OC, C1COCCO1, [OH-], O. Yields the product COc1cc(Oc2cccc(CC(=O)O)c2N)cc(OC)c1OC. Reaction SMILES: [Na+:25].[O:1]=[C:2]1[NH:3][c:4]2[c:5]([O:11][c:12]3[cH:13][c:14]([O:22][CH3:23])[c:15]([O:20][CH3:21])[c:16]([O:18][CH3:19])[cH:17]3)[cH:6][cH:7][cH:8][c:9]2[CH2:10]1.[O:26]1[CH2:27][CH2:28][O:29][CH2:30][CH2:31]1.[OH-:24].[OH2:32]>>[O:1]=[C:2]([CH2:10][c:9]1[c:4]([NH2:3])[c:5]([O:11][c:12]2[cH:13][c:14]([O:22][CH3:23])[c:15]([O:20][CH3:21])[c:16]([O:18][CH3:19])[cH:17]2)[cH:6][cH:7][cH:8]1)[OH:26]. Reactants: [I-].[K+] (Potassium iodide), CN(C=O)C (N,N-dimethylformamide), CN1C(=NC=C1[N+](=O)[O-])S(=O)(=O)C (1-methyl-2-methylsulfonyl-5-nitroimidazole), O (water). Reaction conditions: temperature 160 celsius. Product: CN1C(=NC(=C1)[N+](=O)[O-])S(=O)(=O)C (1-methyl-2-methylsulfonyl-4-nitroimidazole). As a reaction SMILES: [I-].[K+].C[N:4]1[C:8]([N+:9]([O-:11])=[O:10])=[CH:7][N:6]=[C:5]1[S:12]([CH3:15])(=[O:14])=[O:13].O.[CH3:17]N(C)C=O>>[CH3:17][N:6]1[CH:7]=[C:8]([N+:9]([O-:11])=[O:10])[N:4]=[C:5]1[S:12]([CH3:15])(=[O:13])=[O:14] |f:0.1|. Reported procedure: Potassium iodide (4.8 g) and 1-methyl-2-methylsulfonyl-5-nitroimidazole (5.0 g) were combined in N,N-dimethylformamide (30 ml) and the reaction mixture heated to 160° C. for 2 hours. Upon cooling, the reaction mixture was added to 150 ml of a water and ice mixture. The product precipitated and was filtered and dried affording 4.4 g of 1-methyl-2-methylsulfonyl-4-nitroimidazole. Reactants: COC(=O)c1ccnn1-c1ccccc1CBr, CN(C)C=O, CCOC(C)=O, [N-]=[N+]=[N-], [Na+]. Yields the product COC(=O)c1ccnn1-c1ccccc1CN=[N+]=[N-]. RXN SMILES: [Br:1][CH2:2][c:3]1[c:4](-[n:9]2[n:10][cH:11][cH:12][c:13]2[C:14](=[O:15])[O:16][CH3:17])[cH:5][cH:6][cH:7][cH:8]1.[CH3:22][N:23]([CH3:24])[CH:25]=[O:26].[CH3:27][CH2:28][O:29][C:30](=[O:31])[CH3:32].[N-:19]=[N+:20]=[N-:21].[Na+:18]>>[CH2:2]([c:3]1[c:4](-[n:9]2[n:10][cH:11][cH:12][c:13]2[C:14](=[O:15])[O:16][CH3:17])[cH:5][cH:6][cH:7][cH:8]1)[N:19]=[N+:20]=[N-:21]. Reactants: CO, Cc1c(CC(=O)O)cc2ccc(F)cc2c1C(=O)c1ccc(S(C)(=O)=O)cc1, [H][H]. Yields the product Cc1c(CC(=O)O)cc2ccc(F)cc2c1C(O)c1ccc(S(C)(=O)=O)cc1. Reaction SMILES: [CH3:31][OH:32].[F:1][c:2]1[cH:3][c:4]2[c:5]([C:17]([c:18]3[cH:19][cH:20][c:21]([S:24](=[O:25])(=[O:26])[CH3:27])[cH:22][cH:23]3)=[O:28])[c:6]([CH3:16])[c:7]([CH2:12][C:13](=[O:14])[OH:15])[cH:8][c:9]2[cH:10][cH:11]1.[H:29][H:30]>>[F:1][c:2]1[cH:3][c:4]2[c:5]([CH:17]([c:18]3[cH:19][cH:20][c:21]([S:24](=[O:25])(=[O:26])[CH3:27])[cH:22][cH:23]3)[OH:28])[c:6]([CH3:16])[c:7]([CH2:12][C:13](=[O:14])[OH:15])[cH:8][c:9]2[cH:10][cH:11]1. Reactants: C[Al](C)C, Cc1ccccc1, COC(=O)c1cc2nc(Nc3c(Cl)cncc3Cl)[nH]c2c2c1OC(C)(C)C2, Nc1cc(F)c(F)cc1F. The product is CC1(C)Cc2c(c(C(=O)Nc3cc(F)c(F)cc3F)cc3nc(Nc4c(Cl)cncc4Cl)[nH]c23)O1. As a reaction SMILES: [CH3:38][Al:39]([CH3:40])[CH3:41].[CH3:42][c:43]1[cH:44][cH:45][cH:46][cH:47][cH:48]1.[Cl:1][c:2]1[cH:3][n:4][cH:5][c:6]([Cl:27])[c:7]1[NH:8][c:9]1[nH:10][c:11]2[c:12]([n:13]1)[cH:14][c:15]([C:23]([O:25][CH3:24])=[O:26])[c:16]1[c:17]2[CH2:18][C:19]([CH3:21])([CH3:22])[O:20]1.[F:28][c:29]1[c:30]([NH2:31])[cH:32][c:33]([F:37])[c:34]([F:36])[cH:35]1>>[Cl:1][c:2]1[cH:3][n:4][cH:5][c:6]([Cl:27])[c:7]1[NH:8][c:9]1[nH:10][c:11]2[c:12]([n:13]1)[cH:14][c:15]([C:23](=[O:25])[NH:31][c:30]1[c:29]([F:28])[cH:35][c:34]([F:36])[c:33]([F:37])[cH:32]1)[c:16]1[c:17]2[CH2:18][C:19]([CH3:21])([CH3:22])[O:20]1. The reactants are FC(C(=O)N[C@H]1C[C@H](OC)O[C@H]([C@H]1O)C)(F)F (methyl 2,3,6-trideoxy-3-trifluoroacetamido-α-L-lyxo-hexopyranoside), B(F)(F)F.CCOCC (boron trifluoride etherate), [N+](=[N-])=C (diazomethane). Solvent: C(Cl)Cl (methylene dichloride), C(Cl)Cl (methylene dichloride). Run at time 90 minute. Yields the product FC(C(=O)N[C@H]1C[C@H](OC)O[C@H]([C@H]1OC)C)(F)F (methyl 2,3,6-trideoxy-3-trifluoroacetamido-4-O-methyl-α-L-lyxo-hexopyranoside). Isolated yield 85.0%. RXN SMILES: [F:1][C:2]([F:17])([F:16])[C:3]([NH:5][C@@H:6]1[C@H:13]([OH:14])[C@H:12]([CH3:15])[O:11][C@@H:8]([O:9][CH3:10])[CH2:7]1)=[O:4].B(F)(F)F.[CH3:22]COCC.[N+](=C)=[N-]>C(Cl)Cl>[F:17][C:2]([F:1])([F:16])[C:3]([NH:5][C@@H:6]1[C@H:13]([O:14][CH3:22])[C@H:12]([CH3:15])[O:11][C@@H:8]([O:9][CH3:10])[CH2:7]1)=[O:4] |f:1.2|. Procedure: A solution of 2.57 g.; 10 mmoles of methyl 2,3,6-trideoxy-3-trifluoroacetamido-α-L-lyxo-hexopyranoside (II-A) in 45 ml. of dry methylene dichloride was treated at 0° C. with 0.1 ml. of boron trifluoride etherate. While maintaining the temperature at 0°, an excess of diazomethane dissolved in methylene dichloride was added until a faint yellow color persisted. After 90 minutes at 0°, a white solid (polymethylene) was removed by filtration, and the filtrate was washed successively with 10% sodium ... Starting materials: O=C([O-])[O-], N=C(c1ccccc1)c1ccccc1, C1CCOC1, [Cs+], [Cs+], CCOC(=O)CC1CCCC(c2ccc(OS(=O)(=O)C(F)(F)F)cc2)C1, CC(=O)[O-], CC(=O)[O-], [Pd+2], c1ccc(P(c2ccccc2)c2ccc3ccccc3c2-c2c(P(c3ccccc3)c3ccccc3)ccc3ccccc23)cc1. Product: CCOC(=O)CC1CCCC(c2ccc(N=C(c3ccccc3)c3ccccc3)cc2)C1. Reaction SMILES: [C:27](=[O:28])([O-:29])[O-:30].[C:79]([c:80]1[cH:81][cH:82][cH:83][cH:84][cH:85]1)([c:86]1[cH:87][cH:88][cH:89][cH:90][cH:91]1)=[NH:92].[CH2:93]1[O:94][CH2:95][CH2:96][CH2:97]1.[Cs+:31].[Cs+:32].[F:1][C:2]([F:3])([F:4])[S:5]([O:6][c:7]1[cH:8][cH:9][c:10]([CH:13]2[CH2:14][CH:15]([CH2:19][C:20](=[O:21])[O:22][CH2:23][CH3:24])[CH2:16][CH2:17][CH2:18]2)[cH:11][cH:12]1)(=[O:25])=[O:26].[O-:103][C:104]([CH3:105])=[O:106].[O-:99][C:100]([CH3:101])=[O:102].[Pd+2:98].[cH:33]1[cH:34][cH:35][c:36]([P:37]([c:38]2[cH:39][cH:40][c:41]3[c:42]([cH:43][cH:44][cH:45][cH:46]3)[c:47]2-[c:48]2[c:49]3[c:50]([cH:51][cH:52][cH:53][cH:54]3)[cH:55][cH:56][c:57]2[P:58]([c:59]2[cH:60][cH:61][cH:62][cH:63][cH:64]2)[c:65]2[cH:66][cH:67][cH:68][cH:69][cH:70]2)[c:71]2[cH:72][cH:73][cH:74][cH:75][cH:76]2)[cH:77][cH:78]1>>[c:7]1([N:92]=[C:79]([c:80]2[cH:81][cH:82][cH:83][cH:84][cH:85]2)[c:86]2[cH:87][cH:88][cH:89][cH:90][cH:91]2)[cH:8][cH:9][c:10]([CH:13]2[CH2:14][CH:15]([CH2:19][C:20](=[O:21])[O:22][CH2:23][CH3:24])[CH2:16][CH2:17][CH2:18]2)[cH:11][cH:12]1. Reactants: CNC (Dimethylamine), ClC=1C=C(CN2C(=CC3=C(C=CC=C23)OCC2CO2)C(=O)OC)C=CC1Cl (methyl N-(3,4-dichlorobenzyl)-4-(2,3-epoxypropyloxy)indole-2-carboxylate). Solvent: CO (methanol), CN(C)C=O (DMF). Conditions: temperature 80 celsius, time 16 hour. Product: ClC=1C=C(CN2C(=CC3=C(C=CC=C23)OCC(CN(C)C)O)C(=O)O)C=CC1Cl (N-(3,4-Dichlorobenzyl)-4-(2-hydroxy-3-dimethylaminopropoxy)indole-2-carboxylic Acid). Yield: 54.0%. RXN SMILES: [CH3:1][NH:2][CH3:3].[Cl:4][C:5]1[CH:6]=[C:7]([CH:27]=[CH:28][C:29]=1[Cl:30])[CH2:8][N:9]1[C:17]2[C:12](=[C:13]([O:18][CH2:19][CH:20]3[O:22][CH2:21]3)[CH:14]=[CH:15][CH:16]=2)[CH:11]=[C:10]1[C:23]([O:25]C)=[O:24]>CO.CN(C=O)C>[Cl:4][C:5]1[CH:6]=[C:7]([CH:27]=[CH:28][C:29]=1[Cl:30])[CH2:8][N:9]1[C:17]2[C:12](=[C:13]([O:18][CH2:19][CH:20]([OH:22])[CH2:21][N:2]([CH3:3])[CH3:1])[CH:14]=[CH:15][CH:16]=2)[CH:11]=[C:10]1[C:23]([OH:25])=[O:24]. Reported procedure: Dimethylamine in methanol (2.0 M, 2.14 ml) was added to a stirred solution of methyl N-(3,4-dichlorobenzyl)-4-(2,3-epoxypropyloxy)indole-2-carboxylate (87 mg) in DMF (5 ml) under an atmosphere of argon. The reaction was heated at 80° C. for 16 hours. The reaction was concentrated in vacuo and the residue partitioned between ethyl acetate and water. Combined organic extracts were washed with saturated aqueous sodium chloride solution, dried (MgSO4) and concentrated in vacuo. The residue was disso...